From a dataset of the Open Reaction Database (ORD), a public repository of structured organic reaction records. describe an organic reaction: reactants, conditions, products, and yield Reaction SMILES: [NH2:19][CH2:20][CH:21]1[CH2:22][CH2:23][N:24]([CH2:27][CH2:28][CH2:29][CH2:30][CH2:31][CH2:32][CH2:33][CH2:34][CH2:35][CH2:36][CH2:37][CH2:38][OH:39])[CH2:25][CH2:26]1.[O:1]1[CH:2]([CH2:4][O:5][c:6]2[cH:7][cH:8][cH:9][c:10]3[nH:11][c:12]4[cH:13][cH:14][cH:15][cH:16][c:17]4[c:18]23)[CH2:3]1>>[OH:1][CH:2]([CH2:3][NH:19][CH2:20][CH:21]1[CH2:22][CH2:23][N:24]([CH2:27][CH2:28][CH2:29][CH2:30][CH2:31][CH2:32][CH2:33][CH2:34][CH2:35][CH2:36][CH2:37][CH2:38][OH:39])[CH2:25][CH2:26]1)[CH2:4][O:5][c:6]1[cH:7][cH:8][cH:9][c:10]2[nH:11][c:12]3[cH:13][cH:14][cH:15][cH:16][c:17]3[c:18]12. Yields the product OCCCCCCCCCCCCN1CCC(CNCC(O)COc2cccc3[nH]c4ccccc4c23)CC1. The reactants are NCC1CCN(CCCCCCCCCCCCO)CC1, c1ccc2c(c1)[nH]c1cccc(OCC3CO3)c12.